The task is: describe an organic reaction: reactants, conditions, products, and yield. This data is from the Open Reaction Database (ORD), a public repository of structured organic reaction records. Procedure: To a solution of 4,6-dichloro-1,3-dihydro-2H-imidazo[4,5-c]pyridin-2-one (0.6 g, 2.94 mmol) from Step C in conc. H2SO4 (15 mL) was added KNO3 (2.97 g, 29.4 mmol) and the reaction mixture was heated at 125° C. for 2 h. After cooling, the reaction was mixed with ice and the solid precipitate was isolated by filtration and washed with cold H2O to give the title compound. MS: m/z=250 (M+1). Reaction conditions: temperature 125 celsius. Yields the product ClC1=NC(=C(C2=C1NC(N2)=O)[N+](=O)[O-])Cl (4,6-Dichloro-7-nitro-1,3-dihydro-2H-imidazo[4,5-c]pyridin-2-one). Reaction SMILES: [Cl:1][C:2]1[C:7]2[NH:8][C:9](=[O:11])[NH:10][C:6]=2[CH:5]=[C:4]([Cl:12])[N:3]=1.[N+:13]([O-])([O-:15])=[O:14].[K+]>OS(O)(=O)=O>[Cl:1][C:2]1[C:7]2[NH:8][C:9](=[O:11])[NH:10][C:6]=2[C:5]([N+:13]([O-:15])=[O:14])=[C:4]([Cl:12])[N:3]=1 |f:1.2|. Reactants: ClC1=NC(=CC2=C1NC(N2)=O)Cl (4,6-Dichloro-1,3-dihydro-2H-imidazo[4,5-c]pyridin-2-one), [N+](=O)([O-])[O-].[K+] (KNO3). The solvent is OS(=O)(=O)O (H2SO4). The reactants are BrC=1N(C2=CC=CC=C2C1CC1=CC=C(C=C1)Cl)CCCC(=O)OCC (Ethyl 4-[2-bromo-3-(4-chlorobenzyl)-1H-1-indolyl]butanoate), [H-].C(C(C)C)[Al+]CC(C)C (diisobutylaluminum hydride). The solvent is C1CCOC1 (THF). Reaction conditions: temperature -78 celsius, time 30 minute. Yields the product BrC=1N(C2=CC=CC=C2C1CC1=CC=C(C=C1)Cl)CCCC=O (4-[2-Bromo-3-(4-chlorobenzyl)-1H-1-indolyl]butanal). Yield: 70.5%. RXN SMILES: [Br:1][C:2]1[N:3]([CH2:19][CH2:20][CH2:21][C:22](OCC)=[O:23])[C:4]2[C:9]([C:10]=1[CH2:11][C:12]1[CH:17]=[CH:16][C:15]([Cl:18])=[CH:14][CH:13]=1)=[CH:8][CH:7]=[CH:6][CH:5]=2.[H-].C([Al+]CC(C)C)C(C)C>C1COCC1>[Br:1][C:2]1[N:3]([CH2:19][CH2:20][CH2:21][CH:22]=[O:23])[C:4]2[C:9]([C:10]=1[CH2:11][C:12]1[CH:17]=[CH:16][C:15]([Cl:18])=[CH:14][CH:13]=1)=[CH:8][CH:7]=[CH:6][CH:5]=2 |f:1.2|. Reported procedure: To a vigorously stirred solution of 0.3 g of the product from Step 3 in 5 mL of THF cooled at −78° C. was added dropwise a solution of diisobutylaluminum hydride (4 mL, 1 M in hexane). After stirring for 30 minutes at −78° C., the reaction was quenched with 1 mL of acetone followed by 10 mL of 20% aqueous solution of potassium sodium tartrate. The mixture was extracted with 20 mL of 1:1 hexane/EtOAc and the extract was dried over Na2SO4 and concentrated. The residue was purified by silica gel fl...